The task is: describe an organic reaction: reactants, conditions, products, and yield. This data is from the Open Reaction Database (ORD), a public repository of structured organic reaction records. Reactants: aqueous solution, C([O-])(O)=O.[Na+] (sodium bicarbonate), I(=O)(=O)(=O)[O-].[Na+] (sodium periodate), C1(=CC=CC=C1)S(=O)(=O)N1C(=C(C=C1)C=C)C(=O)OC (methyl 1-(phenylsulfonyl)-3-vinyl-1H-pyrrole-2-carboxylate), C[N+]1(CCOCC1)[O-] (4-methylmorpholine 4-oxide), aqueous solution. Reagents/catalysts: [Os](=O)(=O)(=O)=O (osmium tetraoxide). Run in O1CCCC1 (tetrahydrofurane), O (water), O1CCCC1 (tetrahydrofurane). Conditions: time 8 hour. The product is C(=O)C1=C(N(C=C1)S(=O)(=O)C1=CC=CC=C1)C(=O)OC (Methyl 3-formyl-1-(phenylsulfonyl)-1H-pyrrole-2-carboxylate). The yield is 88.4%. As a reaction SMILES: [C:1]1([S:7]([N:10]2[CH:14]=[CH:13][C:12]([CH:15]=C)=[C:11]2[C:17]([O:19][CH3:20])=[O:18])(=[O:9])=[O:8])[CH:6]=[CH:5][CH:4]=[CH:3][CH:2]=1.C[N+]1([O-])CC[O:25]CC1.I([O-])(=O)(=O)=O.[Na+].C(=O)(O)[O-].[Na+]>O1CCCC1.[Os](=O)(=O)(=O)=O.O>[CH:15]([C:12]1[CH:13]=[CH:14][N:10]([S:7]([C:1]2[CH:6]=[CH:5][CH:4]=[CH:3][CH:2]=2)(=[O:9])=[O:8])[C:11]=1[C:17]([O:19][CH3:20])=[O:18])=[O:25] |f:2.3,4.5|. Reported procedure: To a solution of methyl 1-(phenylsulfonyl)-3-vinyl-1H-pyrrole-2-carboxylate (1640 mg, 5.63 mmol) in 45 ml of tetrahydrofurane were added 4-methylmorpholine 4-oxide (1.36 g, 11.3 mmol) and 2,4 ml (0.39 mmol) of a 4% aqueous solution of osmium tetraoxide and the reaction was leaved with stirring at room temperature overnight. Afterwards, the starting material was completely consumed and the reaction mixture was filtered through a pad of Celite® using tetrahydrofurane. The filtrate was evaporated t... Starting materials: C[C@]12C(CC(CC1)C2)O ((1S)-1-methyl-2-norbornanol), [Cr](=O)(=O)(O)O[Cr](=O)(=O)O.N1=CC=CC=C1 (pyridine dichromate). Solvent: C(C)OCC (diethyl ether), C(Cl)Cl (methylene chloride), C(Cl)Cl (methylene chloride). Reaction conditions: time 3 day. Yields the product C[C@]12C(CC(CC1)C2)=O ((1S)-1-methyl-2-norbornanone). Yield: 64.5%. Reaction SMILES: [CH3:1][C@@:2]12[CH2:8][CH:5]([CH2:6][CH2:7]1)[CH2:4][CH:3]2[OH:9].[Cr](O[Cr](O)(=O)=O)(O)(=O)=O.N1C=CC=CC=1>C(Cl)Cl.C(OCC)C>[CH3:1][C@@:2]12[CH2:8][CH:5]([CH2:6][CH2:7]1)[CH2:4][C:3]2=[O:9] |f:1.2|. Reported procedure: 79.6 g (0.63M) of the optically active alcohol (V) obtained in 1-4) above was dissolved in 300 ml of methylene chloride and the resulting solution was added dropwise to a suspension of 304 g (0.81M) of pyridine dichromate in 700 ml of methylene chloride at room temperature. Then the resulting mixture was stirred for three days. The obtained reaction mixture was diluted with 1 l of diethyl ether and filtered through celite. The filtrate was dried over anhydrous magnesium sulfate and the solvent w... The reactants are C1(CCCCC1)=NO (cyclohexanone oxime), C(C)(=O)OC(=C)C (isopropenyl acetate), di(η5 -pentamethylcyclopentadienyl)samarium. Run in C1(=CC=CC=C1)C (toluene). Reaction conditions: time 1 hour. The product is C(C)(=O)ON=C1CCCCC1 (acetyloxyiminocyclohexane). Isolated yield 99.9%. As a reaction SMILES: [C:1]1(=[N:7][OH:8])[CH2:6][CH2:5][CH2:4][CH2:3][CH2:2]1.[C:9](OC(C)=C)(=[O:11])[CH3:10]>C1(C)C=CC=CC=1>[C:9]([O:8][N:7]=[C:1]1[CH2:6][CH2:5][CH2:4][CH2:3][CH2:2]1)(=[O:11])[CH3:10]. Procedure: A mixture of 2.3 g (20 mmole) of cyclohexanone oxime, 2.0 g (20 mmole) of isopropenyl acetate, 0.9 g (2 mmole) of di(η5 -pentamethylcyclopentadienyl)samarium [Cp*2Sm(THF)2 ], and 20 ml of toluene was stirred at room temperature for one hour, and the precipitated crystals were filtered. 3.1 g of acetyloxyiminocyclohexane (O-acetylcyclohexanone oxime) (yield: 100%) was obtained.